Dataset: the Open Reaction Database (ORD), a public repository of structured organic reaction records. Task: describe an organic reaction: reactants, conditions, products, and yield Starting materials: SCCC(C)O (4-mercapto-2-butanol), C([O-])(O)=O.[Na+] (sodium bicarbonate), C(CCCCCCCCC)=O (n-decanal), C1(=CC=C(C=C1)S(=O)(=O)O)C (p-toluene sulfonic acid). Solvent: ClCCl (dichloromethane), ClCCl (dichloromethane). Yields the product CC1CCSC(O1)CCCCCCCCC (6-methyl-2-nonyl-1,3-oxathiane). RXN SMILES: [SH:1][CH2:2][CH2:3][CH:4]([OH:6])[CH3:5].[CH:7](=O)[CH2:8][CH2:9][CH2:10][CH2:11][CH2:12][CH2:13][CH2:14][CH2:15][CH3:16].C1(C)C=CC(S(O)(=O)=O)=CC=1.C(=O)(O)[O-].[Na+]>ClCCl>[CH3:5][CH:4]1[O:6][CH:7]([CH2:8][CH2:9][CH2:10][CH2:11][CH2:12][CH2:13][CH2:14][CH2:15][CH3:16])[S:1][CH2:2][CH2:3]1 |f:3.4|. Reported procedure: 75 ml of dichloromethane is placed in a 100 ml round-bottom flask. To the dichloromethane is added 5.3 grams (0.05 moles) of 4-mercapto-2-butanol. 8.58 grams (0.055 moles) n-decanal is then added followed by 0.1 grams of p-toluene sulfonic acid. Boiling chips are added to the flask. A Dean-Starke distilling receiver is placed on the flask, and a reflux condenser is placed on the receiver. The flask is then heated slowly until reflux occurs, and then the temperature is increased for a more vigoro... Starting materials: COc1cc2ncnc(Nc3nc4ccc(N)cc4s3)c2cc1OC, O=C(Cl)c1ccc(Cl)cc1. The product is COc1cc2ncnc(Nc3nc4ccc(NC(=O)c5ccc(Cl)cc5)cc4s3)c2cc1OC. RXN SMILES: [CH3:11][O:12][c:13]1[cH:14][c:15]2[c:16]([NH:25][c:26]3[s:27][c:28]4[c:29]([n:30]3)[cH:31][cH:32][c:33]([NH2:35])[cH:34]4)[n:17][cH:18][n:19][c:20]2[cH:21][c:22]1[O:23][CH3:24].[Cl:1][c:2]1[cH:3][cH:4][c:5]([C:6](=[O:7])[Cl:8])[cH:9][cH:10]1>>[Cl:1][c:2]1[cH:3][cH:4][c:5]([C:6](=[O:7])[NH:35][c:33]2[cH:32][cH:31][c:29]3[c:28]([s:27][c:26]([NH:25][c:16]4[c:15]5[cH:14][c:13]([O:12][CH3:11])[c:22]([O:23][CH3:24])[cH:21][c:20]5[n:19][cH:18][n:17]4)[n:30]3)[cH:34]2)[cH:9][cH:10]1. Reactants: C(C)OC(CC1=CC(=CC=C1)SC1=C(NC2=C(C(=CC=C12)Cl)F)C)=O ([3-(6-Chloro-7-fluoro-2-methyl-1H-indol-3-ylsulfanyl)-phenyl]-acetic acid ethyl ester), BrC=1C=NN(C1)CCC (4-bromo-1-propyl-1H-pyrazole). Product: C(C)OC(CC1=CC(=CC=C1)SC1=C(N(C2=C(C(=CC=C12)Cl)F)C=1C=NN(C1)CCC)C)=O ({3-[6-chloro-7-fluoro-2-methyl-1-(1-propyl-1H-pyrazol-4-yl)-1H-indol-3-ylsulfanyl]-phenyl}-acetic acid ethyl ester). Reaction SMILES: [CH2:1]([O:3][C:4](=[O:25])[CH2:5][C:6]1[CH:11]=[CH:10][CH:9]=[C:8]([S:12][C:13]2[C:21]3[C:16](=[C:17]([F:23])[C:18]([Cl:22])=[CH:19][CH:20]=3)[NH:15][C:14]=2[CH3:24])[CH:7]=1)[CH3:2].Br[C:27]1[CH:28]=[N:29][N:30]([CH2:32][CH2:33][CH3:34])[CH:31]=1>>[CH2:1]([O:3][C:4](=[O:25])[CH2:5][C:6]1[CH:11]=[CH:10][CH:9]=[C:8]([S:12][C:13]2[C:21]3[C:16](=[C:17]([F:23])[C:18]([Cl:22])=[CH:19][CH:20]=3)[N:15]([C:27]3[CH:28]=[N:29][N:30]([CH2:32][CH2:33][CH3:34])[CH:31]=3)[C:14]=2[CH3:24])[CH:7]=1)[CH3:2]. Reported procedure: Prepared according to the procedure described in Example 55, Step 2 using the following starting materials: [3-(6-Chloro-7-fluoro-2-methyl-1H-indol-3-ylsulfanyl)-phenyl]-acetic acid ethyl ester and 4-bromo-1-propyl-1H-pyrazole. The reactants are C[Si](C)(C)Br, CC#N, CCOP(=O)(O)c1cccc(Cn2c(O)nc3c(N)nc(OCCOC)nc32)c1. The product is COCCOc1nc(N)c2nc(O)n(Cc3cccc(P(=O)(O)O)c3)c2n1. Reaction SMILES: [Br:30][Si:31]([CH3:32])([CH3:33])[CH3:34].[CH3:35][C:36]#[N:37].[NH2:1][c:2]1[c:3]2[n:4][c:5]([OH:29])[n:6]([CH2:16][c:17]3[cH:18][c:19]([P:23]([O:24][CH2:25][CH3:26])([OH:27])=[O:28])[cH:20][cH:21][cH:22]3)[c:7]2[n:8][c:9]([O:11][CH2:12][CH2:13][O:14][CH3:15])[n:10]1>>[NH2:1][c:2]1[c:3]2[n:4][c:5]([OH:29])[n:6]([CH2:16][c:17]3[cH:18][c:19]([P:23](=[O:24])([OH:27])[OH:28])[cH:20][cH:21][cH:22]3)[c:7]2[n:8][c:9]([O:11][CH2:12][CH2:13][O:14][CH3:15])[n:10]1. Reactants: O=C([O-])[O-], COC(=O)c1cc(OC)c(O)c(OC)c1, CCO, ClCc1ccccc1, [I-], [K+], [K+], [Na+], O. Yields the product COC(=O)c1cc(OC)c(OCc2ccccc2)c(OC)c1. RXN SMILES: [C:16](=[O:17])([O-:18])[O-:19].[C:1]([c:2]1[cH:3][c:4]([O:5][CH3:6])[c:7]([OH:8])[c:9]([O:10][CH3:11])[cH:12]1)(=[O:13])[O:14][CH3:15].[CH3:33][CH2:34][OH:35].[Cl:24][CH2:25][c:26]1[cH:27][cH:28][cH:29][cH:30][cH:31]1.[I-:23].[K+:20].[K+:21].[Na+:22].[OH2:32]>>[C:1]([c:2]1[cH:3][c:4]([O:5][CH3:6])[c:7]([O:8][CH2:25][c:26]2[cH:27][cH:28][cH:29][cH:30][cH:31]2)[c:9]([O:10][CH3:11])[cH:12]1)(=[O:13])[O:14][CH3:15]. Reactants: BrC=1C=CC=C2C(CC3(CCN(CC3)C(=O)OC(C)(C)C)C12)C(C(=O)OCC)(C)C ((±)-Tert-butyl 7-bromo-3-(1-ethoxy-2-methyl-1-oxopropan-2-yl)-2,3-dihydrospiro[indene-1,4′-piperidine]-1′-carboxylate). Run in C(=O)(C(F)(F)F)O (TFA). Reaction conditions: time 1 hour. The product is BrC=1C=CC=C2C(CC3(CCNCC3)C12)C(C(=O)OCC)(C)C ((±)-ethyl 2-(7-bromo-2,3-dihydrospiro[indene-1,4′-piperidine]-3-yl)-2-methylpropanoate). As a reaction SMILES: [Br:1][C:2]1[CH:3]=[CH:4][CH:5]=[C:6]2[C:22]=1[C:9]1([CH2:14][CH2:13][N:12](C(OC(C)(C)C)=O)[CH2:11][CH2:10]1)[CH2:8][CH:7]2[C:23]([CH3:30])([CH3:29])[C:24]([O:26][CH2:27][CH3:28])=[O:25]>C(O)(C(F)(F)F)=O>[Br:1][C:2]1[CH:3]=[CH:4][CH:5]=[C:6]2[C:22]=1[C:9]1([CH2:10][CH2:11][NH:12][CH2:13][CH2:14]1)[CH2:8][CH:7]2[C:23]([CH3:29])([CH3:30])[C:24]([O:26][CH2:27][CH3:28])=[O:25]. Procedure details: (±)-Tert-butyl 7-bromo-3-(1-ethoxy-2-methyl-1-oxopropan-2-yl)-2,3-dihydrospiro[indene-1,4′-piperidine]-1′-carboxylate (152 mg, 0.317 mol) was dissolved in 20% TFA at 0° C. The mixture was stirred for 1 h at rt. The solvent was removed under reduced pressure to give (±)-ethyl 2-(7-bromo-2,3-dihydrospiro[indene-1,4′-piperidine]-3-yl)-2-methylpropanoate which was used without purification (120 mg, 100%). Starting materials: C(C1=CC=CC=C1)N1CCNCC1 (1-Benzylpiperazine), ClC1=NC(=CC(=N1)N1CCC2(OCCO2)CC1)Cl (8-(2,6-dichloro-4-pyrimidinyl)-1,4-dioxa-8-azaspiro[4.5]decane), C(C)(C)NC(C)C (diisopropylamine). Solvent: O1CCCC1 (tetrahydrofuran). The product is C(C1=CC=CC=C1)N1CCN(CC1)C1=NC(=CC(=N1)N1CCC2(OCCO2)CC1)Cl (8-[2-(4-BENZYL-1-PIPERAZINYL)-6-CHLORO-4-PYRIMIDINYL]-1,4-DIOXA-8-AZASPIRO[4.5]DECANE). Isolated yield 83.6%. Reaction SMILES: [CH2:1]([N:8]1[CH2:13][CH2:12][NH:11][CH2:10][CH2:9]1)[C:2]1[CH:7]=[CH:6][CH:5]=[CH:4][CH:3]=1.Cl[C:15]1[N:20]=[C:19]([N:21]2[CH2:30][CH2:29][C:24]3([O:28][CH2:27][CH2:26][O:25]3)[CH2:23][CH2:22]2)[CH:18]=[C:17]([Cl:31])[N:16]=1.C(NC(C)C)(C)C>O1CCCC1>[CH2:1]([N:8]1[CH2:13][CH2:12][N:11]([C:15]2[N:20]=[C:19]([N:21]3[CH2:30][CH2:29][C:24]4([O:25][CH2:26][CH2:27][O:28]4)[CH2:23][CH2:22]3)[CH:18]=[C:17]([Cl:31])[N:16]=2)[CH2:10][CH2:9]1)[C:2]1[CH:3]=[CH:4][CH:5]=[CH:6][CH:7]=1. Procedure: 1-Benzylpiperazine (7.59 g, 43.1 mmol) was added to a solution of 8-(2,6-dichloro-4-pyrimidinyl)-1,4-dioxa-8-azaspiro[4.5]decane (10.0 g, 34.5 mmol) in tetrahydrofuran (100 mL), followed by diisopropylamine (9.26 g, 71.7 mmol). The reaction mixture was then heated at reflux overnight. The crude product was concentrated under reduced pressure and the residue was re-dissolved in CH2C12 and then washed with aqueous citric acid (2×100 mL) and brine (2×200 mL). The organic layer was dried over -anhyd... Starting materials: C(C)OC(C(C(O)C1=CC=C(C=C1)OCC1=CC=CC=C1)OCC)=O (3-(4-benzyloxy-phenyl)-2-ethoxy-3-hydroxy-propionic acid ethyl ester), COC(C(=CC1=CC=C(C=C1)OCC1=CC=CC=C1)OCC)=O (3-(4-benzyloxy-phenyl)-2-ethoxy-acrylic acid methyl ester). The product is C(C)OC(C(=CC1=CC=C(C=C1)OCC1=CC=CC=C1)OCC)=O (3-(4-benzyloxy-phenyl)-2-ethoxy-acrylic acid ethyl ester). RXN SMILES: [CH2:1]([O:3][C:4](=[O:25])[CH:5]([O:22][CH2:23][CH3:24])[CH:6]([C:8]1[CH:13]=[CH:12][C:11]([O:14][CH2:15][C:16]2[CH:21]=[CH:20][CH:19]=[CH:18][CH:17]=2)=[CH:10][CH:9]=1)O)[CH3:2].COC(=O)C(OCC)=CC1C=CC(OCC2C=CC=CC=2)=CC=1>>[CH2:1]([O:3][C:4](=[O:25])[C:5]([O:22][CH2:23][CH3:24])=[CH:6][C:8]1[CH:13]=[CH:12][C:11]([O:14][CH2:15][C:16]2[CH:17]=[CH:18][CH:19]=[CH:20][CH:21]=2)=[CH:10][CH:9]=1)[CH3:2]. Procedure: The title compound was prepared from 3-(4-benzyloxy-phenyl)-2-ethoxy-3-hydroxy-propionic acid ethyl ester (Example 375, Step 1) via the same procedure used for the preparation of 3-(4-benzyloxy-phenyl)-2-ethoxy-acrylic acid methyl ester. MS (ES) for C20H22O4 [M+H]+: 327.2. Starting materials: C1CCOC1, Cc1cc2ccccc2[nH]1, CCOC(C)=O, O=C1C=C(Cl)C(=O)C=C1Cl, N#CC1=C(C#N)C(=O)C(Cl)=C(Cl)C1=O, Cl. Product: Cc1[nH]c2ccccc2c1C1=C(Cl)C(=O)C=C(Cl)C1=O. Reaction SMILES: [CH2:36]1[O:37][CH2:38][CH2:39][CH2:40]1.[CH3:1][c:2]1[nH:3][c:4]2[cH:5][cH:6][cH:7][cH:8][c:9]2[cH:10]1.[CH3:41][CH2:42][O:43][C:44]([CH3:45])=[O:46].[Cl:11][C:12]1=[CH:17][C:16](=[O:18])[C:15]([Cl:19])=[CH:14][C:13]1=[O:20].[Cl:22][C:23]1=[C:34]([Cl:35])[C:32](=[O:33])[C:29]([C:30]#[N:31])=[C:26]([C:27]#[N:28])[C:24]1=[O:25].[ClH:21]>>[CH3:1][c:2]1[nH:3][c:4]2[cH:5][cH:6][cH:7][cH:8][c:9]2[c:10]1[C:17]1=[C:12]([Cl:11])[C:13](=[O:20])[CH:14]=[C:15]([Cl:19])[C:16]1=[O:18]. Reactants: CCO, CC=C1CC2C3CCc4cc(OC)ccc4C3CCC2(CC)C1=O, [Pd]. Yields the product CCC1CC2C3CCc4cc(OC)ccc4C3CCC2(CC)C1=O. Reaction SMILES: [CH3:25][CH2:26][OH:27].[CH:1]([CH3:2])=[C:3]1[C:4](=[O:24])[C:5]2([CH2:6][CH3:7])[CH:8]([CH2:9]1)[CH:10]1[CH2:11][CH2:12][c:13]3[cH:14][c:15]([O:22][CH3:23])[cH:16][cH:17][c:18]3[CH:19]1[CH2:20][CH2:21]2.[Pd:28]>>[CH2:1]([CH3:2])[CH:3]1[C:4](=[O:24])[C:5]2([CH2:6][CH3:7])[CH:8]([CH2:9]1)[CH:10]1[CH2:11][CH2:12][c:13]3[cH:14][c:15]([O:22][CH3:23])[cH:16][cH:17][c:18]3[CH:19]1[CH2:20][CH2:21]2.